Dataset: the Open Reaction Database (ORD), a public repository of structured organic reaction records. Task: describe an organic reaction: reactants, conditions, products, and yield Starting materials: C(C)B(C=1C=NC=CC1)CC (diethyl-3-pyridylborane), [F-].[Cs+] (caesium fluoride), 2-dicyclohexylphosphine 2-(N,N-dimethylamino)biphenyl, ClC1=CC=C2C(=NN(C2=C1)COCC[Si](C)(C)C)NC(CCC)=O (N-[6-chloro-1-[[2(trimethylsilyl)ethoxy]methyl]-1H-indazol-3-yl]butanamide). The reagents and catalysts are C(C)(=O)[O-].[Pd+2].C(C)(=O)[O-] (palladium acetate). Run in O1CCOCC1 (dioxane). Conditions: temperature 100 celsius. Yields the product N1=CC(=CC=C1)C1=CC=C2C(=NN(C2=C1)COCC[Si](C)(C)C)NC(CCC)=O (N-[6-(3-pyridyl)-1-[[2-(trimethylsilyl)ethoxy]methyl]-1H-indazol-3-yl]butanamide). RXN SMILES: C(B(CC)[C:4]1[CH:5]=[N:6][CH:7]=[CH:8][CH:9]=1)C.[F-].[Cs+].Cl[C:15]1[CH:23]=[C:22]2[C:18]([C:19]([NH:32][C:33](=[O:37])[CH2:34][CH2:35][CH3:36])=[N:20][N:21]2[CH2:24][O:25][CH2:26][CH2:27][Si:28]([CH3:31])([CH3:30])[CH3:29])=[CH:17][CH:16]=1>O1CCOCC1.C([O-])(=O)C.[Pd+2].C([O-])(=O)C>[N:6]1[CH:7]=[CH:8][CH:9]=[C:4]([C:15]2[CH:23]=[C:22]3[C:18]([C:19]([NH:32][C:33](=[O:37])[CH2:34][CH2:35][CH3:36])=[N:20][N:21]3[CH2:24][O:25][CH2:26][CH2:27][Si:28]([CH3:31])([CH3:29])[CH3:30])=[CH:17][CH:16]=2)[CH:5]=1 |f:1.2,5.6.7|. Procedure details: 900 mg of diethyl-3-pyridylborane, 1.86 g of caesium fluoride, 18.4 mg of palladium acetate and finally 48 mg of 2-dicyclohexylphosphine-2-(N,N-dimethylamino)biphenyl are added to 1.5 g of N-[6-chloro-1-[[2(trimethylsilyl)ethoxy]methyl]-1H-indazol-3-yl]butanamide, described previously, in 40 cm3 of dioxane. The mixture is then heated at about 100° C. for 17 hours and then filtered through a sinter funnel and evaporated under reduced pressure (2 kPa; 50° C.). The residue is taken up in 75 cm3 of ... The reactants are C([O-])(O)=O.[Na+] (sodium bicarbonate), NC1[C@@H]2N(C(=C(CS2)OS(=O)(=O)C)C(=O)OC(C2=CC=CC=C2)C2=CC=CC=C2)C1=O (benzhydryl 7-amino-3-mesyloxy-3-cephem-4-carboxylate), C[Si](C)(C)NC(=O)N[Si](C)(C)C (bis(trimethylsilyl)urea), Cl.C(C=C)ON=C(C(=O)Cl)C1=NSC(=N1)N (2-allyloxyimino-2-(5-amino-1,2,4-thiadiazol-3-yl)acetyl chloride hydrochloride). The solvent is C(Cl)Cl (methylene chloride), O (water), C(Cl)Cl (methylene chloride). Yields the product C(C=C)ON=C(C(=O)NC1[C@@H]2N(C(=C(CS2)OS(=O)(=O)C)C(=O)OC(C2=CC=CC=C2)C2=CC=CC=C2)C1=O)C1=NSC(=N1)N (benzhydryl 7-[2-allyloxyimino-2-(5-amino-1,2,4-thiadiazol-3-yl)acetamido]-3-mesyloxy-3-cephem-4-carboxylate). Yield: 92.1%. As a reaction SMILES: [NH2:1][CH:2]1[C:30](=[O:31])[N:4]2[C:5]([C:14]([O:16][CH:17]([C:24]3[CH:29]=[CH:28][CH:27]=[CH:26][CH:25]=3)[C:18]3[CH:23]=[CH:22][CH:21]=[CH:20][CH:19]=3)=[O:15])=[C:6]([O:9][S:10]([CH3:13])(=[O:12])=[O:11])[CH2:7][S:8][C@H:3]12.C[Si](NC(N[Si](C)(C)C)=O)(C)C.Cl.[CH2:45]([O:48][N:49]=[C:50]([C:54]1[N:58]=[C:57]([NH2:59])[S:56][N:55]=1)[C:51](Cl)=[O:52])[CH:46]=[CH2:47].C(=O)(O)[O-].[Na+]>C(Cl)Cl.O>[CH2:45]([O:48][N:49]=[C:50]([C:54]1[N:58]=[C:57]([NH2:59])[S:56][N:55]=1)[C:51]([NH:1][CH:2]1[C:30](=[O:31])[N:4]2[C:5]([C:14]([O:16][CH:17]([C:18]3[CH:23]=[CH:22][CH:21]=[CH:20][CH:19]=3)[C:24]3[CH:29]=[CH:28][CH:27]=[CH:26][CH:25]=3)=[O:15])=[C:6]([O:9][S:10]([CH3:13])(=[O:11])=[O:12])[CH2:7][S:8][C@H:3]12)=[O:52])[CH:46]=[CH2:47] |f:2.3,4.5|. Procedure: To a solution of benzhydryl 7-amino-3-mesyloxy-3-cephem-4-carboxylate (6.91 g) and bis(trimethylsilyl)urea (18.4 g) in methylene chloride (69 ml) was added 2-allyloxyimino-2-(5-amino-1,2,4-thiadiazol-3-yl)acetyl chloride hydrochloride (syn isomer) (4.08 g) at -10° C. under stirring and the mixture was stirred at the same temperature for 30 minutes. After the reaction mixture was added to a stirred mixture of water and methylene chloride, the solution was adjusted to pH 7.0 with a saturated aqueo... Starting materials: N1CCCC1 (Pyrrolidine), BrCC1(OC2=C(C1)C(=C(C(=C2C)C)NC=O)C)C (2-bromomethyl-5-formylamino-2,4,6,7-tetramethyl-2,3-dihydrobenzofuran). Run in O (water). Reaction conditions: temperature 160 celsius. Product: NC=1C(=C(C2=C(CC(O2)(CN2CCCC2)C)C1C)C)C (5-Amino-2,4,6,7-tetramethyl-2-pyrrolidinomethyl-2,3-dihydrobenzofuran). Isolated yield 83.5%. Reaction SMILES: [NH:1]1[CH2:5][CH2:4][CH2:3][CH2:2]1.Br[CH2:7][C:8]1([CH3:23])[CH2:12][C:11]2[C:13]([CH3:22])=[C:14]([NH:19]C=O)[C:15]([CH3:18])=[C:16]([CH3:17])[C:10]=2[O:9]1>O>[NH2:19][C:14]1[C:15]([CH3:18])=[C:16]([CH3:17])[C:10]2[O:9][C:8]([CH3:7])([CH2:23][N:1]3[CH2:5][CH2:4][CH2:3][CH2:2]3)[CH2:12][C:11]=2[C:13]=1[CH3:22]. Procedure details: Pyrrolidine (20 ml) was added to 2-bromomethyl-5-formylamino-2,4,6,7-tetramethyl-2,3-dihydrobenzofuran (3.0 g, 9.6 mmol) and the mixture was heated at 160° C. in an autoclave for 15 hours. After the reaction mixture was cooled, the mixture was diluted with water and the product was extracted with ethylacetate. The extract was washed with water and dried and then the solvent was distilled off. The residue was purified by column chromatography on silica gel (chloroform-methanol, 9:1) and recrystal... Reactants: O=C([O-])[O-], CC(C)c1cc2[nH]c(Cn3ccnc3-c3nccs3)nc2cn1, [Cs+], [Cs+], CCI, CN(C)C=O, O. Yields the product CCn1c(Cn2ccnc2-c2nccs2)nc2cc(C(C)C)ncc21. As a reaction SMILES: [C:24](=[O:25])([O-:26])[O-:27].[CH:1]([CH3:2])([CH3:3])[c:4]1[cH:5][c:6]2[c:7]([cH:8][n:9]1)[n:10][c:11]([CH2:13][n:14]1[c:15](-[c:19]3[s:20][cH:21][cH:22][n:23]3)[n:16][cH:17][cH:18]1)[nH:12]2.[Cs+:28].[Cs+:29].[I:30][CH2:31][CH3:32].[O:33]=[CH:34][N:35]([CH3:36])[CH3:37].[OH2:38]>>[CH:1]([CH3:2])([CH3:3])[c:4]1[cH:5][c:6]2[c:7]([cH:8][n:9]1)[n:10]([CH2:31][CH3:32])[c:11]([CH2:13][n:14]1[c:15](-[c:19]3[s:20][cH:21][cH:22][n:23]3)[n:16][cH:17][cH:18]1)[n:12]2.